The task is: describe an organic reaction: reactants, conditions, products, and yield. This data is from the Open Reaction Database (ORD), a public repository of structured organic reaction records. Reactants: S1C(NC(C1)=O)=O (thiazolidine-dione), ClC1=NC(=CC(=N1)C=O)OCCOC (2-chloro-6-(2-methoxyethoxy)pyrimidine-4-carbaldehyde), C1(=CC=C(C=C1)N1CCNCC1)C (1-(p-tolyl)piperazine). The solvent is C(C)O (ethanol). Conditions: temperature 80 celsius, time 15.5 hour. Yields the product COCCOC1=CC(=NC(=N1)N1CCN(CC1)C1=CC=C(C=C1)C)\C=C/1\C(NC(S1)=O)=O ((Z)-5-((6-(2-methoxyethoxy)-2-(4-(p-tolyl)piperazin-1-yl)pyrimidin-4-yl)methylene)thiazolidine-2,4-dione). Yield: 104.5%. As a reaction SMILES: Cl[C:2]1[N:7]=[C:6]([CH:8]=O)[CH:5]=[C:4]([O:10][CH2:11][CH2:12][O:13][CH3:14])[N:3]=1.[S:15]1[CH2:19][C:18](=[O:20])[NH:17][C:16]1=[O:21].[C:22]1([CH3:34])[CH:27]=[CH:26][C:25]([N:28]2[CH2:33][CH2:32][NH:31][CH2:30][CH2:29]2)=[CH:24][CH:23]=1>C(O)C>[CH3:14][O:13][CH2:12][CH2:11][O:10][C:4]1[N:3]=[C:2]([N:31]2[CH2:32][CH2:33][N:28]([C:25]3[CH:26]=[CH:27][C:22]([CH3:34])=[CH:23][CH:24]=3)[CH2:29][CH2:30]2)[N:7]=[C:6](/[CH:8]=[C:19]2/[C:18](=[O:20])[NH:17][C:16](=[O:21])[S:15]/2)[CH:5]=1. Reported procedure: Crude 2-chloro-6-(2-methoxyethoxy)pyrimidine-4-carbaldehyde (sad105-052, 41.9 mg) was dissolved in ethanol (1.5 mL) and was added to a 10 mL vial containing the thiazolidine-dione (21.3 mg, 0.18 mmol) and the 1-(p-tolyl)piperazine (39.3 mg, 0.18 mmol). The reaction mixture was shaken at 80° C. for 15.5 h. LC-MS showed a peak with the desired mass at 2.18 min (M+1=456). The solvent was concentrated under reduced pressure and the residue was dissolved in EtOAc (20 mL) and washed with saturated NaH... The reactants are C(C)OC(=O)C1(CC1)C1=CC=C(C=C1)C1=CC=C(C=C1)C1=C(C(=NO1)C)CCC(=O)O (1-{4′-[4-(2-carboxy-ethyl)-3-methyl-isoxazol-5-yl]-biphenyl-4-yl}-cyclopropanecarboxylic acid ethyl ester), CC(C)(C1=CC=CC=C1)N (1-methyl-1-phenyl-ethylamine). Yields the product C(C)OC(=O)C1(CC1)C1=CC=C(C=C1)C1=CC=C(C=C1)C1=C(C(=NO1)C)CCC(NC(C)(C1=CC=CC=C1)C)=O (1-(4′-{3-Methyl-4-[2-(1-methyl-1-phenyl-ethylcarbamoyl)-ethyl]-isoxazol-5-yl}-biphenyl-4-yl)-cyclopropanecarboxylic acid ethyl ester). As a reaction SMILES: [CH2:1]([O:3][C:4]([C:6]1([C:9]2[CH:14]=[CH:13][C:12]([C:15]3[CH:20]=[CH:19][C:18]([C:21]4[O:25][N:24]=[C:23]([CH3:26])[C:22]=4[CH2:27][CH2:28][C:29](O)=[O:30])=[CH:17][CH:16]=3)=[CH:11][CH:10]=2)[CH2:8][CH2:7]1)=[O:5])[CH3:2].[CH3:32][C:33]([NH2:41])([C:35]1[CH:40]=[CH:39][CH:38]=[CH:37][CH:36]=1)[CH3:34]>>[CH2:1]([O:3][C:4]([C:6]1([C:9]2[CH:10]=[CH:11][C:12]([C:15]3[CH:20]=[CH:19][C:18]([C:21]4[O:25][N:24]=[C:23]([CH3:26])[C:22]=4[CH2:27][CH2:28][C:29](=[O:30])[NH:41][C:33]([CH3:34])([C:35]4[CH:40]=[CH:39][CH:38]=[CH:37][CH:36]=4)[CH3:32])=[CH:17][CH:16]=3)=[CH:13][CH:14]=2)[CH2:8][CH2:7]1)=[O:5])[CH3:2]. Procedure details: Prepared according to the procedure described in Example 33, Step 4, using 1-{4′-[4-(2-carboxy-ethyl)-3-methyl-isoxazol-5-yl]-biphenyl-4-yl}-cyclopropanecarboxylic acid ethyl ester and 1-methyl-1-phenyl-ethylamine. The reactants are CC(C)(C)O, CC12CCC(=O)C=C1CCC1C2CCC2(C)C(C(=O)Nc3ccccc3C(F)(F)F)CCC12. The product is CC12CCC(=O)C=C1C=CC1C2CCC2(C)C(C(=O)Nc3ccccc3C(F)(F)F)CCC12. RXN SMILES: [C:34]([OH:35])([CH3:36])([CH3:37])[CH3:38].[O:1]=[C:2]1[CH:3]=[C:4]2[CH2:5][CH2:6][CH:7]3[CH:8]4[CH2:9][CH2:10][CH:11]([C:21](=[O:22])[NH:23][c:24]5[c:25]([C:30]([F:31])([F:32])[F:33])[cH:26][cH:27][cH:28][cH:29]5)[C:12]4([CH3:13])[CH2:14][CH2:15][CH:16]3[C:17]2([CH3:20])[CH2:18][CH2:19]1>>[O:1]=[C:2]1[CH:3]=[C:4]2[CH:5]=[CH:6][CH:7]3[CH:8]4[CH2:9][CH2:10][CH:11]([C:21](=[O:22])[NH:23][c:24]5[c:25]([C:30]([F:31])([F:32])[F:33])[cH:26][cH:27][cH:28][cH:29]5)[C:12]4([CH3:13])[CH2:14][CH2:15][CH:16]3[C:17]2([CH3:20])[CH2:18][CH2:19]1. The product is N1CC(C2=CC=CC=C12)CC(=O)OC (Methyl 2-(indolin-3-yl)acetate). Reaction SMILES: [NH:1]1[C:9]2[C:4](=[CH:5][CH:6]=[CH:7][CH:8]=2)[C:3]([CH2:10][C:11]([O:13][CH3:14])=[O:12])=[CH:2]1.C([SiH](CC)CC)C>FC(F)(F)C(O)=O>[NH:1]1[C:9]2[C:4](=[CH:5][CH:6]=[CH:7][CH:8]=2)[CH:3]([CH2:10][C:11]([O:13][CH3:14])=[O:12])[CH2:2]1. Reaction conditions: temperature 60 celsius, time 3 hour. Starting materials: N1C=C(C2=CC=CC=C12)CC(=O)OC (Methyl 2-(1H-indol-3-yl)acetate), C(C)[SiH](CC)CC (triethylsilane). Yield: 77.4%. The solvent is FC(C(=O)O)(F)F (trifluoroacetic acid). Reported procedure: To a solution of indole 74 (10.9 g, 57.4 mmol) in trifluoroacetic acid (200 mL) was added triethylsilane (20 mL, 121 mmol) at room temperature. The mixture was stirred at 60° C. for 3 h, cooled to room temperature and concentrated in vacuo to remove solvent. The residue was diluted with EtOAc and washed with aq. saturated Cs2CO3 solution. The organic layer was dried over anhydrous MgSO4, filtered and concentrated in vacuo. The residue was purified by silica column chromatography to provide the t... Reactants: Cl.Cl.N12C[C@@H](C(CC1)CC2)N ((R)-1-azabicyclo[2.2.2]oct-3-ylamine dihydrochloride), S1C(=CC=C1)/C=C/C(=O)O (E-3-(2-thienyl)propenoic acid). Yields the product N12C[C@@H](C(CC1)CC2)NC(\C=C\C=2SC=CC2)=O ((R)-N-(1-Azabicyclo[2.2.2]oct-3-yl)[E-3-(2-thienyl)propenamide]). As a reaction SMILES: Cl.Cl.[N:3]12[CH2:10][CH2:9][CH:6]([CH2:7][CH2:8]1)[C@@H:5]([NH2:11])[CH2:4]2.[S:12]1[CH:16]=[CH:15][CH:14]=[C:13]1/[CH:17]=[CH:18]/[C:19](O)=[O:20]>>[N:3]12[CH2:10][CH2:9][CH:6]([CH2:7][CH2:8]1)[C@@H:5]([NH:11][C:19](=[O:20])/[CH:18]=[CH:17]/[C:13]1[S:12][CH:16]=[CH:15][CH:14]=1)[CH2:4]2 |f:0.1.2|. Procedure details: Prepared as a free base by a method analogous to that described in Example 1 from (R)-1-azabicyclo[2.2.2]oct-3-ylamine dihydrochloride and E-3-(2-thienyl)propenoic acid; the compound was purified by chromatography on silica gel using ammoniated methanol/chloroform mixtures as the eluent; MS (ES+) 263 (MH+). The reactants are Cl.C(C)OC([C@@H](N)CC(=O)OCC)=O (Diethylaspartate hydrochloride). Solvent: C([O-])([O-])=O.[Na+].[Na+] (sodium carbonate). Product: N[C@@H](CC(=O)OC)C(=O)OC (dimethyl aspartate). Isolated yield 84.3%. As a reaction SMILES: Cl.[CH2:2]([O:4][C:5](=[O:14])[C@H:6]([CH2:8][C:9]([O:11][CH2:12]C)=[O:10])[NH2:7])C>C(=O)([O-])[O-].[Na+].[Na+]>[NH2:7][C@H:6]([C:5]([O:4][CH3:2])=[O:14])[CH2:8][C:9]([O:11][CH3:12])=[O:10] |f:0.1,2.3.4|. Procedure details: Diethylaspartate hydrochloride (3, 85.31 g, 0.432 mol) was dissolved in a saturated solution of aqueous sodium carbonate (200 mL) and extracted with ethyl acetate (10×250 mL) in a separatory funnel. The combined organic phases were dried by filtration through magnesium sulfate and sodium sulfate and concentrated in vacuo to provide dimethyl aspartate (58.73 g, 0.364 mol, 84%) as a pale yellow oil. This material provided satisfactory 1H NMR data and was used immediately in the preparation of N-be... Starting materials: COC([C@H](CNCC1=CC=C(C=C1)C1=CC=CC=C1)NC(=O)C1=CC=C(C=C1)C1=CC=C(C=C1)C(F)(F)F)=O (3-[(Biphenyl-4-ylmethyl)-amino]-(2S)-[(4′-trifluoromethyl-biphenyl-4-carbonyl)-amino]-propionic acid methyl ester), N1=CC=C(C=C1)C=O (4-pyridine carbaldehyde), C(C)(=O)O[BH-](OC(C)=O)OC(C)=O.[Na+] (sodium triacetoxyborohydride). Product: COC([C@H](CN(CC1=CC=NC=C1)CC1=CC=C(C=C1)C1=CC=CC=C1)NC(=O)C1=CC=C(C=C1)C1=CC=C(C=C1)C(F)(F)F)=O (3-(Biphenyl-4-ylmethyl-pyridin-4-ylmethyl-amino)-(2S)-[(4′-trifluoromethyl-biphenyl-4-carbonyl)-amino]-propionic acid methyl ester). As a reaction SMILES: [CH3:1][O:2][C:3](=[O:39])[C@@H:4]([NH:20][C:21]([C:23]1[CH:28]=[CH:27][C:26]([C:29]2[CH:34]=[CH:33][C:32]([C:35]([F:38])([F:37])[F:36])=[CH:31][CH:30]=2)=[CH:25][CH:24]=1)=[O:22])[CH2:5][NH:6][CH2:7][C:8]1[CH:13]=[CH:12][C:11]([C:14]2[CH:19]=[CH:18][CH:17]=[CH:16][CH:15]=2)=[CH:10][CH:9]=1.[N:40]1[CH:45]=[CH:44][C:43]([CH:46]=O)=[CH:42][CH:41]=1.C(O[BH-](OC(=O)C)OC(=O)C)(=O)C.[Na+]>>[CH3:1][O:2][C:3](=[O:39])[C@@H:4]([NH:20][C:21]([C:23]1[CH:28]=[CH:27][C:26]([C:29]2[CH:30]=[CH:31][C:32]([C:35]([F:37])([F:36])[F:38])=[CH:33][CH:34]=2)=[CH:25][CH:24]=1)=[O:22])[CH2:5][N:6]([CH2:7][C:8]1[CH:9]=[CH:10][C:11]([C:14]2[CH:19]=[CH:18][CH:17]=[CH:16][CH:15]=2)=[CH:12][CH:13]=1)[CH2:46][C:43]1[CH:44]=[CH:45][N:40]=[CH:41][CH:42]=1 |f:2.3|. Reported procedure: 3-[(Biphenyl-4-ylmethyl)-amino]-(2S)-[(4′-trifluoromethyl-biphenyl-4-carbonyl)-amino]-propionic acid methyl ester (0.050 g, 0.093 mmol) prepared as per the above listed example 656 was subjected to reductive amination as per procedure E with 4-pyridine carbaldehyde (0.010 ml, 0.093 mmol) and sodium triacetoxyborohydride (0.039 gms, 0.186 mmol) to yield the corresponding 3-(Biphenyl-4-ylmethyl-pyridin-4-ylmethyl-amino)-(2S)-[(4′-trifluoromethyl-biphenyl-4-carbonyl)-amino]-propionic acid methyl es... Reactants: FC1=C(C(=CC=C1)F)N1C(C=CC2=C1N=C(N=C2C=2C=C(C(=O)NCC1=CC=CC=C1)C=CC2C)S(=O)C)=O (3-[8-(2,6-Difluorophenyl)-2-(methylsulfinyl)-7-oxo-7,8-dihydropyrido[2,3-d]pyrimidin-4-yl]-4-methyl-N-(phenylmethyl)benzamide), Cl.Cl.N1C(=NC=C1)CN ((1H-imidazol-2-ylmethyl)amine dihydrochloride). Run in C(Cl)Cl (CH2Cl2), C(C)N(CC)CC (triethylamine), CCOC(=O)C (EtOAc), [OH-].[Na+] (NaOH). Reaction conditions: time 8 hour. Yields the product FC1=C(C(=CC=C1)F)N1C(C=CC2=C1N=C(N=C2C=2C=C(C(=O)NCC1=CC=CC=C1)C=CC2C)NCC=2NC=CN2)=O (3-{8-(2,6-difluorophenyl)-2-[(1H-imidazol-2-ylmethyl)amino]-7-oxo-7,8-dihydropyrido[2,3-d]pyrimidin-4-yl}-4-methyl-N-(phenylmethyl)benzamide). Reaction SMILES: [F:1][C:2]1[CH:7]=[CH:6][CH:5]=[C:4]([F:8])[C:3]=1[N:9]1[C:14]2[N:15]=[C:16](S(C)=O)[N:17]=[C:18]([C:19]3[CH:20]=[C:21]([CH:32]=[CH:33][C:34]=3[CH3:35])[C:22]([NH:24][CH2:25][C:26]3[CH:31]=[CH:30][CH:29]=[CH:28][CH:27]=3)=[O:23])[C:13]=2[CH:12]=[CH:11][C:10]1=[O:39].Cl.Cl.[NH:42]1[CH:46]=[CH:45][N:44]=[C:43]1[CH2:47][NH2:48]>C(Cl)Cl.C(N(CC)CC)C.CCOC(C)=O.[OH-].[Na+]>[F:1][C:2]1[CH:7]=[CH:6][CH:5]=[C:4]([F:8])[C:3]=1[N:9]1[C:14]2[N:15]=[C:16]([NH:48][CH2:47][C:43]3[NH:42][CH:46]=[CH:45][N:44]=3)[N:17]=[C:18]([C:19]3[CH:20]=[C:21]([CH:32]=[CH:33][C:34]=3[CH3:35])[C:22]([NH:24][CH2:25][C:26]3[CH:31]=[CH:30][CH:29]=[CH:28][CH:27]=3)=[O:23])[C:13]=2[CH:12]=[CH:11][C:10]1=[O:39] |f:1.2.3,7.8|. Procedure details: 3-[8-(2,6-Difluorophenyl)-2-(methylsulfinyl)-7-oxo-7,8-dihydropyrido[2,3-d]pyrimidin-4-yl]-4-methyl-N-(phenylmethyl)benzamide (0.084 g, 0.154 mmol) and (1H-imidazol-2-ylmethyl)amine dihydrochloride (0.039 g, 0.23 mmol) were dissolved in CH2Cl2 (5 mL) and triethylamine (0.7 mL). The resulting mixture was stirred under argon at room temperature overnight. The solvents were pumped off in vacuo, and the residue taken up in EtOAc and 1 N NaOH. The organic phase was washed with brine, dried over anhyd...